This data is from the Open Reaction Database (ORD), a public repository of structured organic reaction records. The task is: describe an organic reaction: reactants, conditions, products, and yield Starting materials: [H-].[Na+] (Sodium hydride), OC1=C(C(=O)OC)C=CC=C1C (methyl 2-hydroxy-3-methylbenzoate), FC(C1=CC=C(CBr)C=C1)(F)F (4-trifluoromethyl-benzyl bromide). Run in CN(C)C=O (DMF). Run at time 8 hour. Yields the product FC(C1=CC=C(COC2=C(C(=O)OC)C=CC=C2C)C=C1)(F)F (methyl 2-(4-trifluoromethylbenzyloxy)-3-methylbenzoate). RXN SMILES: [H-].[Na+].[OH:3][C:4]1[C:13]([CH3:14])=[CH:12][CH:11]=[CH:10][C:5]=1[C:6]([O:8][CH3:9])=[O:7].[F:15][C:16]([F:26])([F:25])[C:17]1[CH:24]=[CH:23][C:20]([CH2:21]Br)=[CH:19][CH:18]=1>CN(C=O)C>[F:15][C:16]([F:25])([F:26])[C:17]1[CH:24]=[CH:23][C:20]([CH2:21][O:3][C:4]2[C:13]([CH3:14])=[CH:12][CH:11]=[CH:10][C:5]=2[C:6]([O:8][CH3:9])=[O:7])=[CH:19][CH:18]=1 |f:0.1|. Reported procedure: Sodium hydride is added to a solution of methyl 2-hydroxy-3-methylbenzoate (694 mg, 4.18 mmol) in 15 mL of DMF at 0° C. The reaction is stirred for 15 minutes after which 4-trifluoromethyl-benzyl bromide (1.0 g, 4.18 mmol) is added. The reaction is allowed to warm up to room temperature and stirred overnight. The mixture is partitioned between ethyl acetate and water. The organic phase is washed with brine, dried over sodium sulfate, filtered and concentrated. The residue is chromatographed on s...